From a dataset of the Open Reaction Database (ORD), a public repository of structured organic reaction records. describe an organic reaction: reactants, conditions, products, and yield The reactants are CS(C)=O, CCOCC, ClCCl, O=C1CC(c2nc(C(=O)NCc3ccc(F)cc3)c(O)c3ncccc23)SCCN1, CN(C)C=O, O=C(OO)c1cccc(Cl)c1. The product is O=C1CC(c2nc(C(=O)NCc3ccc(F)cc3)c(O)c3ncccc23)S(=O)CCN1. As a reaction SMILES: [CH3:45][S:46]([CH3:47])=[O:48].[CH3:54][CH2:55][O:56][CH2:57][CH3:58].[Cl:42][CH2:43][Cl:44].[F:1][c:2]1[cH:3][cH:4][c:5]([CH2:6][NH:7][C:8](=[O:9])[c:10]2[n:11][c:12]([CH:21]3[CH2:22][C:23](=[O:28])[NH:24][CH2:25][CH2:26][S:27]3)[c:13]3[cH:14][cH:15][cH:16][n:17][c:18]3[c:19]2[OH:20])[cH:29][cH:30]1.[O:49]=[CH:50][N:51]([CH3:52])[CH3:53].[OH:31][O:32][C:33]([c:34]1[cH:35][c:36]([Cl:37])[cH:38][cH:39][cH:40]1)=[O:41]>>[F:1][c:2]1[cH:3][cH:4][c:5]([CH2:6][NH:7][C:8](=[O:9])[c:10]2[n:11][c:12]([CH:21]3[CH2:22][C:23](=[O:28])[NH:24][CH2:25][CH2:26][S:27]3=[O:31])[c:13]3[cH:14][cH:15][cH:16][n:17][c:18]3[c:19]2[OH:20])[cH:29][cH:30]1. RXN SMILES: [F:1][C:2]1[CH:3]=[C:4]([CH:7]=[CH:8][C:9]=1F)[CH:5]=[O:6].[Cl:11][C:12]1[N:17]=[CH:16][C:15]([OH:18])=[CH:14][CH:13]=1>>[Cl:11][C:12]1[N:17]=[CH:16][C:15]([O:18][C:9]2[CH:8]=[CH:7][C:4]([CH:5]=[O:6])=[CH:3][C:2]=2[F:1])=[CH:14][CH:13]=1. Reported procedure: The title compound was prepared by a procedure similar to that described for D4 starting from 3,4-difluorobenzaldehyde and 6-chloropyridin-3-ol. The product is ClC1=CC=C(C=N1)OC1=C(C=C(C=O)C=C1)F (4-((6-chloropyridin-3-yl)oxy)-3-fluorobenzaldehyde). The reactants are D4, FC=1C=C(C=O)C=CC1F (3,4-difluorobenzaldehyde), ClC1=CC=C(C=N1)O (6-chloropyridin-3-ol). Reactants: CC1=C(C(=CC=C1)C)N1C=C(C=C1)C(C)=O (1-(2,6-dimethylphenyl)-3-acetyl-1H-pyrrole), Cl.NO (hydroxylamine hydrochloride), N1=CC=CC=C1 (pyridine). As a reaction SMILES: [CH3:1][C:2]1[CH:7]=[CH:6][CH:5]=[C:4]([CH3:8])[C:3]=1[N:9]1[CH:13]=[CH:12][C:11]([C:14](=O)[CH3:15])=[CH:10]1.Cl.[NH2:18][OH:19].N1C=CC=CC=1>CO>[CH3:1][C:2]1[CH:7]=[CH:6][CH:5]=[C:4]([CH3:8])[C:3]=1[N:9]1[CH:13]=[CH:12][C:11]([C:14](=[N:18][OH:19])[CH3:15])=[CH:10]1 |f:1.2|. Procedure: A mixture of 1-(2,6-dimethylphenyl)-3-acetyl-1H-pyrrole (20.0 g), hydroxylamine hydrochloride (25.0 g), pyridine (130 ml) in 100 ml of methanol is heated under reflux for 20 hours. Workup in the usual manner yields 1-(2,6-dimethylphenyl)-3-acetyl-1H-pyrrole oxime. The product is CC1=C(C(=CC=C1)C)N1C=C(C=C1)C(C)=NO (1-(2,6-dimethylphenyl)-3-acetyl-1H-pyrrole oxime). Solvent: CO (methanol). The reactants are [Br-], C1CCOC1, COc1ccc(C=O)cc1[N+](=O)[O-], COc1cc([Mg+])cc(OC)c1, I, [Mg]. The product is COc1cc(OC)cc(C(O)c2ccc(OC)c([N+](=O)[O-])c2)c1. As a reaction SMILES: [Br-:3].[CH2:28]1[O:29][CH2:30][CH2:31][CH2:32]1.[CH3:15][O:16][c:17]1[c:18]([N+:25](=[O:26])[O-:27])[cH:19][c:20]([CH:21]=[O:22])[cH:23][cH:24]1.[CH3:4][O:5][c:6]1[cH:7][c:8]([Mg+:14])[cH:9][c:10]([O:12][CH3:13])[cH:11]1.[I:2].[Mg:1]>>[CH3:4][O:5][c:6]1[cH:7][c:8]([CH:21]([c:20]2[cH:19][c:18]([N+:25](=[O:26])[O-:27])[c:17]([O:16][CH3:15])[cH:24][cH:23]2)[OH:22])[cH:9][c:10]([O:12][CH3:13])[cH:11]1. Starting materials: O(C1=CC=CC=C1)C1=C(C=C(C(=O)O)C=C1S(N)(=O)=O)N1CCCC1 (4-phenoxy-3-(1-pyrrolidinyl)-5-sulphamoylbenzoic acid), CO (methanol), OS(=O)(=O)O (H2SO4). Yields the product COC(C1=CC(=C(C(=C1)S(N)(=O)=O)OC1=CC=CC=C1)N1CCCC1)=O (4-Phenoxy-3-(1-pyrrolidinyl)-5-sulphamoyl-benzoic acid methyl ester). Reaction SMILES: [O:1]([C:8]1[C:16]([S:17](=[O:20])(=[O:19])[NH2:18])=[CH:15][C:11]([C:12]([OH:14])=[O:13])=[CH:10][C:9]=1[N:21]1[CH2:25][CH2:24][CH2:23][CH2:22]1)[C:2]1[CH:7]=[CH:6][CH:5]=[CH:4][CH:3]=1.OS(O)(=O)=O.[CH3:31]O>>[CH3:31][O:13][C:12](=[O:14])[C:11]1[CH:15]=[C:16]([S:17](=[O:20])(=[O:19])[NH2:18])[C:8]([O:1][C:2]2[CH:3]=[CH:4][CH:5]=[CH:6][CH:7]=2)=[C:9]([N:21]2[CH2:25][CH2:24][CH2:23][CH2:22]2)[CH:10]=1. Procedure details: 36.2 g of 4-phenoxy-3-(1-pyrrolidinyl)-5-sulphamoylbenzoic acid are dissolved in 200 ml of methanol and 7 ml of concentrated H2SO4 and heated for 4 to 6 hours under reflux. Upon cooling, the ester crystallises. Recrystallisation from methanol; M.p. 191° C. Starting materials: OC(C[C@@]1(CCN(C(O1)=O)[C@@H](C)C1=CC=C(C=C1)B1OC(C(O1)(C)C)(C)C)C1=CC=CC=C1)(C)C ((S)-6-(2-hydroxy-2-methylpropyl)-6-phenyl-3-{(S)-1-[4-(4,4,5,5-tetramethyl-1,3,2-dioxaborolan-2-yl)phenyl]-ethyl}-1,3-oxazinan-2-one), CNC(=O)C1(CC1)C1=NC=C(C=C1)Br (1-(5-bromo-pyridin-2-yl)-cyclopropanecarboxylic acid methylamide). The product is CNC(=O)C1(CC1)C1=NC=C(C=C1)C1=CC=C(C=C1)[C@H](C)N1C(O[C@](CC1)(C1=CC=CC=C1)CC(C)(C)O)=O (1-[5-(4-{(S)-1-[(S)-6-(2-Hydroxy-2-methyl-propyl)-2-oxo-6-phenyl-[1,3]oxazinan-3-yl]-ethyl}-phenyl)-pyridin-2-yl]-cyclopropanecarboxylic acid methylamide). Yield: 91.0%. As a reaction SMILES: [OH:1][C:2]([CH3:35])([CH3:34])[CH2:3][C@@:4]1([C:28]2[CH:33]=[CH:32][CH:31]=[CH:30][CH:29]=2)[O:9][C:8](=[O:10])[N:7]([C@H:11]([C:13]2[CH:18]=[CH:17][C:16](B3OC(C)(C)C(C)(C)O3)=[CH:15][CH:14]=2)[CH3:12])[CH2:6][CH2:5]1.[CH3:36][NH:37][C:38]([C:40]1([C:43]2[CH:48]=[CH:47][C:46](Br)=[CH:45][N:44]=2)[CH2:42][CH2:41]1)=[O:39]>>[CH3:36][NH:37][C:38]([C:40]1([C:43]2[CH:48]=[CH:47][C:46]([C:16]3[CH:15]=[CH:14][C:13]([C@@H:11]([N:7]4[CH2:6][CH2:5][C@:4]([CH2:3][C:2]([OH:1])([CH3:34])[CH3:35])([C:28]5[CH:33]=[CH:32][CH:31]=[CH:30][CH:29]=5)[O:9][C:8]4=[O:10])[CH3:12])=[CH:18][CH:17]=3)=[CH:45][N:44]=2)[CH2:42][CH2:41]1)=[O:39]. Procedure details: The title compound was prepared from (S)-6-(2-hydroxy-2-methylpropyl)-6-phenyl-3-{(S)-1-[4-(4,4,5,5-tetramethyl-1,3,2-dioxaborolan-2-yl)phenyl]-ethyl}-1,3-oxazinan-2-one and 1-(5-bromo-pyridin-2-yl)-cyclopropanecarboxylic acid methylamide following a procedure analogous to that described in Example 1. Yield: 91% of theory; LC (method 1): tR=1.88 min; Mass spectrum (ESI+): m/z=528 [M+H]+. Reactants: N1=C(C=CC2=CC=CC=C12)NCCCO (3-(quinolin-2-ylamino)-propan-1-ol), BrCC1=C(OCC#N)C(=CC=C1)C ((2-bromomethyl-6-methyl-phenoxy)-acetonitrile). Yields the product CC1=C(OCC#N)C(=CC=C1)COCCCNC1=NC2=CC=CC=C2C=C1 ({2-Methyl-6-[3-(quinolin-2-ylamino)-propoxymethyl]-phenoxy}-acetonitrile). Reaction SMILES: [N:1]1[C:10]2[C:5](=[CH:6][CH:7]=[CH:8][CH:9]=2)[CH:4]=[CH:3][C:2]=1[NH:11][CH2:12][CH2:13][CH2:14][OH:15].Br[CH2:17][C:18]1[CH:27]=[CH:26][CH:25]=[C:24]([CH3:28])[C:19]=1[O:20][CH2:21][C:22]#[N:23]>>[CH3:17][C:18]1[CH:27]=[CH:26][CH:25]=[C:24]([CH2:28][O:15][CH2:14][CH2:13][CH2:12][NH:11][C:2]2[CH:3]=[CH:4][C:5]3[C:10](=[CH:9][CH:8]=[CH:7][CH:6]=3)[N:1]=2)[C:19]=1[O:20][CH2:21][C:22]#[N:23]. Reported procedure: MS (ESI) 362 (M+H)+. Prepared from 3-(quinolin-2-ylamino)-propan-1-ol and (2-bromomethyl-6-methyl-phenoxy)-acetonitrile. Starting materials: C1=CCCC=CCCC=CCC1, OO. Reaction SMILES: [CH:3]1=[CH:4][CH2:5][CH2:6][CH:7]=[CH:8][CH2:9][CH2:10][CH:11]=[CH:12][CH2:13][CH2:14]1.[OH:1][OH:2]>>[O:1]1[CH:3]2[CH:4]1[CH2:5][CH2:6][CH:7]=[CH:8][CH2:9][CH2:10][CH:11]=[CH:12][CH2:13][CH2:14]2. The product is C1=CCCC2OC2CCC=CCC1.